This data is from the Open Reaction Database (ORD), a public repository of structured organic reaction records. The task is: describe an organic reaction: reactants, conditions, products, and yield The reactants are [N+](=[N-])=C (diazomethane), two, ClC1=NC=NC(=C1CC=O)Cl (2-(4,6-dichloropyrimidin-5-yl)acetaldehyde), C1CCOC1 (THF). Solvent: C(C)OCC (diethyl ether), C(C)OCC (diethyl ether). Reaction conditions: temperature 0 celsius, time 24 hour. Yields the product ClC1=NC=NC(=C1CC(C)=O)Cl (1-(4,6-dichloropyrimidin-5-yl)propan-2-one). As a reaction SMILES: [Cl:1][C:2]1[C:7]([CH2:8][CH:9]=[O:10])=[C:6]([Cl:11])[N:5]=[CH:4][N:3]=1.[CH2:12]1COCC1.[N+](=C)=[N-]>C(OCC)C>[Cl:11][C:6]1[C:7]([CH2:8][C:9](=[O:10])[CH3:12])=[C:2]([Cl:1])[N:3]=[CH:4][N:5]=1. Procedure details: A 500 mL two necked round bottom flask was charged with 2-(4,6-dichloropyrimidin-5-yl)acetaldehyde (1.2 g), dry diethyl ether (80 mL) and dry THF (80 mL). The reaction mixture was cooled to 0° C. and diazomethane solution in diethyl ether (30 mL) was slowly added under nitrogen atmosphere at 0° C. The reaction mixture was stirred at room temperature for 24 hours under nitrogen atmosphere before being quenched by acetic acid (20 mL), followed by water (100 mL). Aqueous layer was extracted with di... The reactants are ClCCCl, CN(C)c1ccncc1, Cn1cc(C(=O)O)c2ccccc21, Cl, CCOC(=O)Cc1ccc(N)c(Cl)c1, CN(C)C=O, O, On1nnc2ccccc21. Yields the product CCOC(=O)Cc1ccc(NC(=O)c2cn(C)c3ccccc23)c(Cl)c1. RXN SMILES: [CH2:1]([Cl:2])[CH2:3][Cl:4].[CH3:48][N:49]([c:50]1[cH:51][cH:52][n:53][cH:54][cH:55]1)[CH3:56].[CH3:6][n:7]1[cH:8][c:9]([C:16](=[O:17])[OH:18])[c:10]2[cH:11][cH:12][cH:13][cH:14][c:15]12.[ClH:5].[NH2:19][c:20]1[c:21]([Cl:32])[cH:22][c:23]([CH2:26][C:27](=[O:28])[O:29][CH2:30][CH3:31])[cH:24][cH:25]1.[O:43]=[CH:44][N:45]([CH3:46])[CH3:47].[OH2:57].[OH:33][n:34]1[c:35]2[c:36]([cH:37][cH:38][cH:39][cH:40]2)[n:41][n:42]1>>[CH3:6][n:7]1[cH:8][c:9]([C:16](=[O:18])[NH:19][c:20]2[c:21]([Cl:32])[cH:22][c:23]([CH2:26][C:27](=[O:28])[O:29][CH2:30][CH3:31])[cH:24][cH:25]2)[c:10]2[cH:11][cH:12][cH:13][cH:14][c:15]12. Reactants: Cl.FC(C=1C=C(C=CC1)C#CC=1C=C(C=NC1)N)(F)F (5-(3-trifluoromethylphenylethynyl)-pyridin-3-ylamine hydrochloride), ClC(=O)OC (methyl chloroformate). Yields the product COC(NC=1C=NC=C(C1)C#CC1=CC(=CC=C1)C(F)(F)F)=O ([5-(3-Trifluoromethylphenylethynyl)-pyridin-3-yl]-carbamic acid methyl ester). The yield is 48.6%. RXN SMILES: Cl.[F:2][C:3]([F:20])([F:19])[C:4]1[CH:5]=[C:6]([C:10]#[C:11][C:12]2[CH:13]=[C:14]([NH2:18])[CH:15]=[N:16][CH:17]=2)[CH:7]=[CH:8][CH:9]=1.Cl[C:22]([O:24][CH3:25])=[O:23]>>[CH3:25][O:24][C:22](=[O:23])[NH:18][C:14]1[CH:15]=[N:16][CH:17]=[C:12]([C:11]#[C:10][C:6]2[CH:7]=[CH:8][CH:9]=[C:4]([C:3]([F:2])([F:19])[F:20])[CH:5]=2)[CH:13]=1 |f:0.1|. Reported procedure: Prepare essentially as described in EXAMPLE 158 using 5-(3-trifluoromethylphenylethynyl)-pyridin-3-ylamine hydrochloride, (prepared as described in EXAMPLE 155), (151 mg, 0.45 mmol) and methyl chloroformate (0.03 mL, 0.45 mmol) to give the title compound (70 mg, 49%). Reactants: B(Cl)(Cl)Cl (boron trichloride), two 20-L, [Cl-].[Al+3].[Cl-].[Cl-] (aluminum chloride), O (water), O1CCOC2=C1C=CC(=C2)N (1,4-benzodioxane-6-amine), ClCC#N (Chloroacetonitrile), O (water). Solvent: C(Cl)Cl (methylene chloride), C(Cl)Cl (methylene chloride). Reaction conditions: temperature -20 celsius, time 2.5 hour. The product is NC=1C(=CC2=C(OCCO2)C1)C(CCl)=O (1-(7-amino-2,3-dihydro-benzo[1,4]dioxin-6-yl)-2-chloro-ethanone). As a reaction SMILES: B(Cl)(Cl)Cl.[O:5]1[C:10]2[CH:11]=[CH:12][C:13]([NH2:15])=[CH:14][C:9]=2[O:8][CH2:7][CH2:6]1.[Cl:16][CH2:17][C:18]#N.[Cl-].[Al+3].[Cl-].[Cl-].[OH2:24]>C(Cl)Cl>[NH2:15][C:13]1[C:12]([C:18](=[O:24])[CH2:17][Cl:16])=[CH:11][C:10]2[O:5][CH2:6][CH2:7][O:8][C:9]=2[CH:14]=1 |f:3.4.5.6|. Procedure details: A 4-necked 12-L round-bottom flask is equipped with a mechanical stirrer and water-cooled condenser. Under nitrogen, the flask is charged with 1M boron trichloride in methylene chloride (4 L, 4.00 mol). The solution is cooled to -20° C., then 1,4-benzodioxane-6-amine (500 g, 3.31 mol) available from the Aldrich Chemical Company, Inc., 1001 West Saint Paul Avenue, Milwaukee, Wis. 53233, is added as a solution in methylene chloride (250 mL) over 30 min. The temperature increases to 10° C. during t...